Dataset: the Open Reaction Database (ORD), a public repository of structured organic reaction records. Task: describe an organic reaction: reactants, conditions, products, and yield Reactants: CS(C)=O, CNC(=O)N1CCc2cc(O)ccc21, [H-], Nc1cc(Cl)ccn1, [Na+]. Yields the product CNC(=O)N1CCc2cc(Oc3ccnc(N)c3)ccc21. RXN SMILES: [CH3:25][S:26](=[O:27])[CH3:28].[CH3:3][NH:4][C:5](=[O:6])[N:7]1[CH2:8][CH2:9][c:10]2[cH:11][c:12]([OH:16])[cH:13][cH:14][c:15]21.[H-:1].[NH2:17][c:18]1[n:19][cH:20][cH:21][c:22]([Cl:24])[cH:23]1.[Na+:2]>>[CH3:3][NH:4][C:5](=[O:6])[N:7]1[CH2:8][CH2:9][c:10]2[cH:11][c:12]([O:16][c:22]3[cH:21][cH:20][n:19][c:18]([NH2:17])[cH:23]3)[cH:13][cH:14][c:15]21.